This data is from the Open Reaction Database (ORD), a public repository of structured organic reaction records. The task is: describe an organic reaction: reactants, conditions, products, and yield The reactants are C(C)(C)(C)OC(=O)NCCCCCCCCCCCC(=O)O (12-tert-butoxycarbonylaminododecanoic acid), C(=O)(N1C=NC=C1)N1C=NC=C1 (1,1′-Carbonyldiimidazole), N (ammonia). Solvent: C1CCOC1 (THF). Conditions: time 1 hour. The product is C(C)(C)(C)OC(NCCCCCCCCCCCC(N)=O)=O ((11-Carbamoylundecyl)carbamic acid tert-butyl ester). The yield is 44.7%. Reaction SMILES: [C:1]([O:5][C:6]([NH:8][CH2:9][CH2:10][CH2:11][CH2:12][CH2:13][CH2:14][CH2:15][CH2:16][CH2:17][CH2:18][CH2:19][C:20]([OH:22])=O)=[O:7])([CH3:4])([CH3:3])[CH3:2].C(N1C=CN=C1)([N:25]1C=CN=C1)=O.N>C1COCC1>[C:1]([O:5][C:6](=[O:7])[NH:8][CH2:9][CH2:10][CH2:11][CH2:12][CH2:13][CH2:14][CH2:15][CH2:16][CH2:17][CH2:18][CH2:19][C:20](=[O:22])[NH2:25])([CH3:4])([CH3:3])[CH3:2]. Procedure: A mixture of 12-tert-butoxycarbonylaminododecanoic acid (3) (202 mg, 0.64 mmol) and 1,1′-Carbonyldiimidazole (114 mg, 0.70 mmol) in anhydrous THF (6 mL) was stirred at room temperature for 1 hour. Methanolic ammonia (7 M, 3 mL, 21 mmol) was then added via syringe and the reaction mixture stirred at room temperature for 16 hours. The solvent was removed by rotary evaporation and the resulting residue was subjected to Biotage silica gel column chromatography, eluting with 5% to 36% ethyl acetate i... The reactants are COC(OC)c1ncc2c(n1)NC(=O)CC2, CC(C)=O, O, O, Cc1ccc(S(=O)(=O)O)cc1. Product: O=Cc1ncc2c(n1)NC(=O)CC2. RXN SMILES: [CH3:1][O:2][CH:3]([c:4]1[n:5][cH:6][c:7]2[c:8]([n:9]1)[NH:10][C:11](=[O:14])[CH2:12][CH2:13]2)[O:15][CH3:16].[CH3:30][C:31](=[O:32])[CH3:33].[OH2:17].[OH2:29].[c:18]1([CH3:19])[cH:20][cH:21][c:22]([S:23]([OH:24])(=[O:25])=[O:26])[cH:27][cH:28]1>>[O:2]=[CH:3][c:4]1[n:5][cH:6][c:7]2[c:8]([n:9]1)[NH:10][C:11](=[O:14])[CH2:12][CH2:13]2. Starting materials: COc1cc2c(Oc3ccc(F)cc3Br)ncnc2cc1O, OCC1CN(Cc2ccccc2)CCO1, CS(=O)(=O)O. The product is COc1cc2c(Oc3ccc(F)cc3Br)ncnc2cc1OCC1CN(Cc2ccccc2)CCO1. Reaction SMILES: [Br:21][c:22]1[c:23]([O:24][c:25]2[n:26][cH:27][n:28][c:29]3[cH:30][c:31]([OH:37])[c:32]([O:35][CH3:36])[cH:33][c:34]23)[cH:38][cH:39][c:40]([F:42])[cH:41]1.[CH2:6]([c:7]1[cH:8][cH:9][cH:10][cH:11][cH:12]1)[N:13]1[CH2:14][CH:15]([CH2:19][OH:20])[O:16][CH2:17][CH2:18]1.[CH3:1][S:2]([OH:3])(=[O:4])=[O:5]>>[CH2:6]([c:7]1[cH:8][cH:9][cH:10][cH:11][cH:12]1)[N:13]1[CH2:14][CH:15]([CH2:19][O:20][c:31]2[cH:30][c:29]3[n:28][cH:27][n:26][c:25]([O:24][c:23]4[c:22]([Br:21])[cH:41][c:40]([F:42])[cH:39][cH:38]4)[c:34]3[cH:33][c:32]2[O:35][CH3:36])[O:16][CH2:17][CH2:18]1. Starting materials: C(C)C=1C=CC=C2C=CC(=C(C12)OCOC)C=O (8-ethyl-1-methoxymethoxy-2-naphthalenecarbaldehyde), ClC1=CC(=CC=C1)C(=O)OO (m-chloroperbenzoic acid), S(=S)(=O)([O-])[O-].[Na+].[Na+] (sodium thiosulfate). Solvent: ClCCl (dichloromethane). Conditions: time 2 hour. Yields the product C(C)C=1C=CC=C2C=CC(=C(C12)OCOC)OC (8-ethyl-2-methoxy-1-methoxymethoxynaphthalene). The yield is 74.8%. RXN SMILES: [CH2:1]([C:3]1[CH:4]=[CH:5][CH:6]=[C:7]2[C:12]=1[C:11]([O:13][CH2:14][O:15][CH3:16])=[C:10](C=O)[CH:9]=[CH:8]2)[CH3:2].ClC1C=CC=C([C:26](OO)=[O:27])C=1.S([O-])([O-])(=O)=S.[Na+].[Na+]>ClCCl>[CH2:1]([C:3]1[CH:4]=[CH:5][CH:6]=[C:7]2[C:12]=1[C:11]([O:13][CH2:14][O:15][CH3:16])=[C:10]([O:27][CH3:26])[CH:9]=[CH:8]2)[CH3:2] |f:2.3.4|. Procedure details: 220 g of 8-ethyl-1-methoxymethoxy-2-naphthalenecarbaldehyde was dissolved in 1540 ml of dichloromethane, to which 186 g of 80 to 85% m-chloroperbenzoic acid was added portion by portion. The reaction solution generated heat and was gently refluxed. The reaction solution was ice-cooled, to which 200 ml of a saturated sodium thiosulfate aqueous solution was added. The precipitated insoluble matters were removed by filtration and washed with dichloromethane. The filtrate was washed with a saturated... Starting materials: COCCNC(OC(C)(C)C)=O (tert-butyl 2-methoxyethylcarbamate), [H-].[Na+] (sodium hydride), ClCC=1NC(C2=C(N1)CCOC2)=O (2-(chloromethyl)-7,8-dihydro-3H-pyrano[4,3-d]pyrimidin-4(5H)-one). The solvent is O1CCCC1 (tetrahydrofuran). Run at time 48 hour. Yields the product C(C)(C)(C)OC(N(CC=1NC(C2=C(N1)CCOC2)=O)CCOC)=O ((2-Methoxy-ethyl)-(4-oxo-3,5,7,8-tetrahydro-4H-pyrano[4,3-d]pyrimidin-2-ylmethyl)-carbamic acid tert-butyl ester). Yield: 49.8%. Reaction SMILES: [CH3:1][O:2][CH2:3][CH2:4][NH:5][C:6](=[O:12])[O:7][C:8]([CH3:11])([CH3:10])[CH3:9].[H-].[Na+].Cl[CH2:16][C:17]1[NH:18][C:19](=[O:27])[C:20]2[CH2:26][O:25][CH2:24][CH2:23][C:21]=2[N:22]=1>O1CCCC1>[C:8]([O:7][C:6](=[O:12])[N:5]([CH2:4][CH2:3][O:2][CH3:1])[CH2:16][C:17]1[NH:18][C:19](=[O:27])[C:20]2[CH2:26][O:25][CH2:24][CH2:23][C:21]=2[N:22]=1)([CH3:9])([CH3:11])[CH3:10] |f:1.2|. Reported procedure: To a solution of tert-butyl 2-methoxyethylcarbamate (185 mg, 1.06 mmol) in anhydrous tetrahydrofuran (5 mL) was added sodium hydride (95%, 127 mg, 4.28 mmol) portion-wise slowly, followed by 2-(chloromethyl)-7,8-dihydro-3H-pyrano[4,3-d]pyrimidin-4(5H)-one (212 mg, 1.6 mmol). The reaction mixture was stirred for 48 h. The reaction was quenched with water (approximately 3 mL) and the solvent evaporated. The residue was re-dissolved in acetonitrile and purified by column chromatography (100% dichlo... Reactants: C(C)(C)(C)C1=CC=C(C=C1)S(=O)(=O)N1CC2=C(NC3=C1C=C(C=C3)C#N)N=C(C=C2)C(F)(F)F (6-[(4-tert-butylphenyl)sulfonyl]-2-(trifluoromethyl)-6,11-dihydro-5H-pyrido[2,3-b][1,5]benzodiazepine-8-carbonitrile), C(C)(C)(C)C1=CC=C(C=C1)S(=O)(=O)N1CC2=C(NC3=C1C=C(C=C3)C#N)N=C(C=C2)C(F)(F)F (6-[(4-tert-butylphenyl)sulfonyl]-2-(trifluoromethyl)-6,11-dihydro-5H-pyrido[2,3-b][1,5]benzodiazepine-8-carbonitrile), [N-]=[N+]=[N-].[Na+] (sodium azide), [Cl-].[NH4+] (ammonium chloride). The solvent is CN(C)C=O (DMF), CCOC(=O)C (EtOAc). Run at temperature 130 celsius. The product is C(C)(C)(C)C1=CC=C(C=C1)S(=O)(=O)N1CC2=C(NC3=C1C=C(C=C3)C=3N=NNN3)N=C(C=C2)C(F)(F)F (6-[(4-tert-Butylphenyl)sulfonyl]-8-(2H-tetrazol-5-yl)-2-(trifluoromethyl)-6,11-dihydro-5H-pyrido[2,3-b][1,5]benzodiazepine). As a reaction SMILES: [C:1]([C:5]1[CH:10]=[CH:9][C:8]([S:11]([N:14]2[C:20]3[CH:21]=[C:22]([C:25]#[N:26])[CH:23]=[CH:24][C:19]=3[NH:18][C:17]3[N:27]=[C:28]([C:31]([F:34])([F:33])[F:32])[CH:29]=[CH:30][C:16]=3[CH2:15]2)(=[O:13])=[O:12])=[CH:7][CH:6]=1)([CH3:4])([CH3:3])[CH3:2].[N-:35]=[N+:36]=[N-:37].[Na+].[Cl-].[NH4+]>CN(C=O)C.CCOC(C)=O>[C:1]([C:5]1[CH:6]=[CH:7][C:8]([S:11]([N:14]2[C:20]3[CH:21]=[C:22]([C:25]4[N:35]=[N:36][NH:37][N:26]=4)[CH:23]=[CH:24][C:19]=3[NH:18][C:17]3[N:27]=[C:28]([C:31]([F:33])([F:34])[F:32])[CH:29]=[CH:30][C:16]=3[CH2:15]2)(=[O:12])=[O:13])=[CH:9][CH:10]=1)([CH3:4])([CH3:2])[CH3:3] |f:1.2,3.4|. Reported procedure: A mixture of 6-[(4-tert-butylphenyl)sulfonyl]-2-(trifluoromethyl)-6,11-dihydro-5H-pyrido[2,3-b][1,5]benzodiazepine-8-carbonitrile (intermediate 54, 26 mg, 0.0534 mmol), sodium azide (17.4 mg, 0.267 mmol), and ammonium chloride (14.3 mg, 0.267 mmol) in DMF (1 mL) was heated in a microwave reactor at 130° C. for 2 h. After cooling to room temperature, the reaction mixture was diluted with EtOAc, and organic layer was separated, washed with aqueous NaHCO3, water, brine, dried over MgSO4 and concent...